This data is from the Open Reaction Database (ORD), a public repository of structured organic reaction records. The task is: describe an organic reaction: reactants, conditions, products, and yield Starting materials: FC1=CC=C(C=C1)N1N=CC2=CC(=CC=C12)O[C@@H]([C@H](C)N)C1=CC(=CC=C1)OC ((1R,2S)-1-{[1-(4-fluorophenyl)-1H-indazol-5-yl]oxy}-1-(3-methoxyphenyl)propan-2-amine), COCC1=CC=C(S1)C(=O)O (5-(methoxymethyl)thiophene-2-carboxylic acid). Product: FC1=CC=C(C=C1)N1N=CC2=CC(=CC=C12)O[C@@H]([C@H](C)NC(=O)C=1SC(=CC1)COC)C1=CC(=CC=C1)OC (N-[(1R,2S)-1-[1-(4-fluorophenyl)indazol-5-yl]oxy-1-(3-methoxyphenyl)propan-2yl]-5-(methoxymethyl)thiophene-2-carboxamide). Reaction SMILES: [F:1][C:2]1[CH:7]=[CH:6][C:5]([N:8]2[C:16]3[C:11](=[CH:12][C:13]([O:17][C@H:18]([C:22]4[CH:27]=[CH:26][CH:25]=[C:24]([O:28][CH3:29])[CH:23]=4)[C@@H:19]([NH2:21])[CH3:20])=[CH:14][CH:15]=3)[CH:10]=[N:9]2)=[CH:4][CH:3]=1.[CH3:30][O:31][CH2:32][C:33]1[S:37][C:36]([C:38](O)=[O:39])=[CH:35][CH:34]=1>>[F:1][C:2]1[CH:3]=[CH:4][C:5]([N:8]2[C:16]3[C:11](=[CH:12][C:13]([O:17][C@H:18]([C:22]4[CH:27]=[CH:26][CH:25]=[C:24]([O:28][CH3:29])[CH:23]=4)[C@@H:19]([NH:21][C:38]([C:36]4[S:37][C:33]([CH2:32][O:31][CH3:30])=[CH:34][CH:35]=4)=[O:39])[CH3:20])=[CH:14][CH:15]=3)[CH:10]=[N:9]2)=[CH:6][CH:7]=1. Reported procedure: Prepared as described in Example 269 from (1R,2S)-1-(1-(4-fluorophenyl)-1H-indazol-5-yloxy)-1-(3-methoxyphenyl)propan-2-amine (6a, 50 mg, 0.13 mmol) and 5-(methoxymethyl)thiophene-2-carboxylic acid (26 mg, 0.15 mmol).